describe an organic reaction: reactants, conditions, products, and yield From a dataset of the Open Reaction Database (ORD), a public repository of structured organic reaction records. The reactants are O=C1NC(Cc2ccccc2)CO1, C1CCOC1, CC(C)(C)C(=O)Cl, [Li]CCCC, CCN(C(C)C)C(C)C, O=C(O)Cc1cccc(Cl)c1. Product: O=C(Cc1cccc(Cl)c1)N1C(=O)OCC1Cc1ccccc1. RXN SMILES: [CH2:28]([c:29]1[cH:30][cH:31][cH:32][cH:33][cH:34]1)[CH:35]1[NH:36][C:37](=[O:40])[O:38][CH2:39]1.[CH2:46]1[O:47][CH2:48][CH2:49][CH2:50]1.[CH3:21][C:22]([CH3:23])([CH3:24])[C:25]([Cl:26])=[O:27].[CH3:41][CH2:42][CH2:43][CH2:44][Li:45].[CH:12]([N:13]([CH2:14][CH3:15])[CH:16]([CH3:17])[CH3:18])([CH3:19])[CH3:20].[Cl:1][c:2]1[cH:3][c:4]([CH2:8][C:9](=[O:10])[OH:11])[cH:5][cH:6][cH:7]1>>[Cl:1][c:2]1[cH:3][c:4]([CH2:8][C:9](=[O:11])[N:36]2[CH:35]([CH2:28][c:29]3[cH:30][cH:31][cH:32][cH:33][cH:34]3)[CH2:39][O:38][C:37]2=[O:40])[cH:5][cH:6][cH:7]1. Starting materials: [Na].CC1(OC[C@H](O1)COC1=C(C(=NC=C1)CS(=O)C1=NC2=C(N1)C=CC=C2)C)C (2-(((4-(((4R)-2,2-dimethyl-1,3-dioxolan-4-yl)methoxy)-3-methylpyridin-2-yl)methyl)sulfinyl)-1H-benzimidazole sodium salt), O1CCOC12C(CCC2)CO (1,4-dioxaspiro[4.4]non-6-ylmethanol). Product: [Na].O1CCOC12C(CCC2)COC2=C(C(=NC=C2)CS(=O)C2=NC1=C(N2)C=CC=C1)C (2-(((4-(1,4-dioxaspiro[4.4]non-6-ylmethoxy)-3-methylpyridin-2-yl)methyl)sulfinyl)-1H-benzimidazole sodium salt). As a reaction SMILES: [Na:1].CC1(C)O[C@H]([CH2:8][O:9][C:10]2[CH:15]=[CH:14][N:13]=[C:12]([CH2:16][S:17]([C:19]3[NH:23][C:22]4[CH:24]=[CH:25][CH:26]=[CH:27][C:21]=4[N:20]=3)=[O:18])[C:11]=2[CH3:28])CO1.[O:30]1[C:34]2([CH2:38][CH2:37][CH2:36][CH:35]2CO)[O:33][CH2:32][CH2:31]1>>[Na:1].[O:30]1[C:34]2([CH2:38][CH2:37][CH2:36][CH:35]2[CH2:8][O:9][C:10]2[CH:15]=[CH:14][N:13]=[C:12]([CH2:16][S:17]([C:19]3[NH:20][C:21]4[CH:27]=[CH:26][CH:25]=[CH:24][C:22]=4[N:23]=3)=[O:18])[C:11]=2[CH3:28])[O:33][CH2:32][CH2:31]1 |f:0.1,3.4,^1:0,40|. Reported procedure: The same procedure as in the steps (14a) to (14e) of Example 14 was repeated using the 1,4-dioxaspiro[4.4]non-6-ylmethanol obtained in the step (80b) above to obtain the title compound (383 mg, the total yield of 5 steps: 14.6%) as a light yellow solid. Note that in the same process as in the step (14c), methanol was used as a solvent instead of ethanol. The reactants are [BH4-], CCS(=O)(=O)N1CCC(c2c[nH]c3c(C(N)=O)cc(-c4cccc(C=O)c4)cc23)CC1, CCC(C)CN, CC(=O)O, CO, ClCCl, [Na+]. Product: CCC(C)CNCc1cccc(-c2cc(C(N)=O)c3[nH]cc(C4CCN(S(=O)(=O)CC)CC4)c3c2)c1. Reaction SMILES: [BH4-:43].[CH2:1]([CH3:2])[S:3](=[O:4])(=[O:5])[N:6]1[CH2:7][CH2:8][CH:9]([c:12]2[cH:13][nH:14][c:15]3[c:16]([C:29](=[O:30])[NH2:31])[cH:17][c:18](-[c:21]4[cH:22][c:23]([CH:27]=[O:28])[cH:24][cH:25][cH:26]4)[cH:19][c:20]23)[CH2:10][CH2:11]1.[CH3:32][CH:33]([CH2:34][NH2:35])[CH2:36][CH3:37].[CH3:38][C:39](=[O:40])[OH:41].[CH3:47][OH:48].[Cl:44][CH2:45][Cl:46].[Na+:42]>>[CH2:1]([CH3:2])[S:3](=[O:4])(=[O:5])[N:6]1[CH2:7][CH2:8][CH:9]([c:12]2[cH:13][nH:14][c:15]3[c:16]([C:29](=[O:30])[NH2:31])[cH:17][c:18](-[c:21]4[cH:22][c:23]([CH2:27][NH:35][CH2:34][CH:33]([CH3:32])[CH2:36][CH3:37])[cH:24][cH:25][cH:26]4)[cH:19][c:20]23)[CH2:10][CH2:11]1.